Dataset: the Open Reaction Database (ORD), a public repository of structured organic reaction records. Task: describe an organic reaction: reactants, conditions, products, and yield Starting materials: FC=1C(=C(C(=O)NOCCO)C=C(C1F)/C=N/OCCO)NC1=C(C=C(C=C1)I)F ((E)-3,4-difluoro-2-(2-fluoro-4-iodo-phenylamino)-N-(2-hydroxy-ethoxy)-5-[(2-hydroxy-ethoxyimino)-methyl]-benzamide), FC(C(=O)O)(F)F (trifluoroacetic acid), C(#N)[BH3-].[Na+] (sodium cyanoborohydride), O (water). The solvent is CO (methanol). Yields the product FC=1C(=C(C(=O)NOCCO)C=C(C1F)CNOCCO)NC1=C(C=C(C=C1)I)F (3,4-difluoro-2-(2-fluoro-4-iodo-phenylamino)-N-(2-hydroxy-ethoxy)-5-[(2-hydroxy-ethoxyamino)-methyl]-benzamide). RXN SMILES: [F:1][C:2]1[C:3]([NH:22][C:23]2[CH:28]=[CH:27][C:26]([I:29])=[CH:25][C:24]=2[F:30])=[C:4]([CH:12]=[C:13](/[CH:16]=[N:17]/[O:18][CH2:19][CH2:20][OH:21])[C:14]=1[F:15])[C:5]([NH:7][O:8][CH2:9][CH2:10][OH:11])=[O:6].FC(F)(F)C(O)=O.C([BH3-])#N.[Na+].O>CO>[F:1][C:2]1[C:3]([NH:22][C:23]2[CH:28]=[CH:27][C:26]([I:29])=[CH:25][C:24]=2[F:30])=[C:4]([CH:12]=[C:13]([CH2:16][NH:17][O:18][CH2:19][CH2:20][OH:21])[C:14]=1[F:15])[C:5]([NH:7][O:8][CH2:9][CH2:10][OH:11])=[O:6] |f:2.3|. Procedure: To a solution of (E)-3,4-difluoro-2-(2-fluoro-4-iodo-phenylamino)-N-(2-hydroxy-ethoxy)-5-[(2-hydroxy-ethoxyimino)-methyl]-benzamide (3.62 g, 6.70 mmol) obtained in Step B in methanol (100 ml) were added portionwise trifluoroacetic acid (6.5 ml) and sodium cyanoborohydride (3.78 g, 60.2 mmol) over 2 days while monitoring the progression of the reaction by TLC. The reaction mixture was poured into water, and extracted with ethyl acetate. The organic layer was washed with saturated aqueous sodium b...